This data is from the Open Reaction Database (ORD), a public repository of structured organic reaction records. The task is: describe an organic reaction: reactants, conditions, products, and yield Starting materials: C(=O)(O)C1=C(C(=O)NN(C(=S)NC2=CC=CC=C2)C)C=CC=C1 (1-(2-Carboxybenzoyl)-2-methyl-4-phenyl-3-thiosemicarbazide), C(OC)COC (dimethoxyethane), [NH4+].[OH-] (NH4OH). Procedure: The free acid compound of Example 4 was suspended in 100 ml of ethanol and placed in a 300 ml round-bottomed flask equipped with magnetic stirrer and condenser. Twenty ml of dimethoxyethane were added to make the compound go into solution. After most of the solid had gone into solution, NH4OH was added. There was no discernible heat evolution. Solvents were evaporated. The resulting solid (title product) was refluxed in a mixture of hexane and ethanol and was then recovered by filtration. Yield ... RXN SMILES: [C:1]([C:4]1[CH:23]=[CH:22][CH:21]=[CH:20][C:5]=1[C:6]([NH:8][N:9]([CH3:19])[C:10]([NH:12][C:13]1[CH:18]=[CH:17][CH:16]=[CH:15][CH:14]=1)=[S:11])=[O:7])([OH:3])=[O:2].C(COC)OC.[NH4+].[OH-]>C(O)C>[NH4+:8].[C:1]([C:4]1[CH:23]=[CH:22][CH:21]=[CH:20][C:5]=1[C:6]([NH:8][N:9]([CH3:19])[C:10]([NH:12][C:13]1[CH:14]=[CH:15][CH:16]=[CH:17][CH:18]=1)=[S:11])=[O:7])([OH:3])=[O:2] |f:2.3,5.6|. The solvent is C(C)O (ethanol). Yields the product [NH4+].C(=O)(O)C1=C(C(=O)NN(C(=S)NC2=CC=CC=C2)C)C=CC=C1 (1-(2-Carboxybenzoyl)-2-methyl-4-phenyl-3-thiosemicarbazide, ammonium salt). The reactants are OC1(CC=2C=NC=NC2)C(C=CC=C1)C(F)(F)F (5-(1-hydroxy-2'-trifluoromethylbenzyl)pyrimidine), [H-].[Na+] (NaH), O (water), CC(C(=O)Cl)(C)C (trimethylacetyl chloride). The solvent is C1CCOC1 (THF). Conditions: time 30 minute. The product is CC(C(=O)OC1(CC=2C=NC=NC2)C(C=CC=C1)C(F)(F)F)(C)C (5-(1-trimethylacetoxy-2'-trifluoromethylbenzyl)-pyrimidine). Isolated yield 84.3%. RXN SMILES: [OH:1][C:2]1([CH:14]=[CH:13][CH:12]=[CH:11][CH:10]1[C:15]([F:18])([F:17])[F:16])[CH2:3][C:4]1[CH:5]=[N:6][CH:7]=[N:8][CH:9]=1.[H-].[Na+].[CH3:21][C:22]([CH3:27])([CH3:26])[C:23](Cl)=[O:24].O>C1COCC1>[CH3:21][C:22]([CH3:27])([CH3:26])[C:23]([O:1][C:2]1([CH:14]=[CH:13][CH:12]=[CH:11][CH:10]1[C:15]([F:18])([F:17])[F:16])[CH2:3][C:4]1[CH:5]=[N:6][CH:7]=[N:8][CH:9]=1)=[O:24] |f:1.2|. Procedure: To a solution of 0.5 g of 5-(1-hydroxy-2'-trifluoromethylbenzyl)-pyrimidine (produced according to Example 7) in 15 ml THF at room temperature, 0.2 g of NaH (80%) were added. Gas evolution was observed. After 30 minutes, 0.4 g of trimethylacetyl chloride were added to the reaction mixture and gas evolution was again observed. After 3 hours of stirring, the reaction mixture was worked up with water and the organic materials extracted with diethyl ether. The organic layer was dried (MgSO4), filter... Reactants: C1=CC=CC2=CC=CC=C12 (naphthalene), ice water, S(O)(O)(=O)=O (sulfuric acid), C=O (formaldehyde). Run in C(C)(=O)O (acetic acid). Conditions: time 2 hour. Product: C1=CC=CC2=CC=CC=C12.C=O (Naphthalene Formaldehyde). RXN SMILES: [CH:1]1[C:10]2[C:5](=[CH:6][CH:7]=[CH:8][CH:9]=2)[CH:4]=[CH:3][CH:2]=1.S(=O)(=O)(O)O.[CH2:16]=[O:17]>C(O)(=O)C>[CH:9]1[C:10]2[C:5](=[CH:4][CH:3]=[CH:2][CH:1]=2)[CH:6]=[CH:7][CH:8]=1.[CH2:16]=[O:17] |f:4.5|. Reported procedure: A solution of 25.6 g (0.200 mole) naphthalene in 128 ml. glacial acetic acid, contaning 11.1 ml (0.200 mole) 96% sulfuric acid, was maintained at 116°-120° C. during addition, over 13 minutes, of 16 ml (0.200 mole) 37% formaldehyde solution. After heating and stirring at 111°-116° C. for two hours, the suspension of slightly gummy solids was cooled to room temperature and the reaction contents poured into 500 ml ice-water mixture. The solids were filtered, washed with water, and air dried. The p... The reactants are C1(=CC=CC=C1)C(N1CC(C1)OC1=CC=CC=C1)C1=CC=CC=C1 (1-(Diphenylmethyl)-3-phenoxyazetidine), ClCCCl (1,2-dichloroethane), ClC(=O)OC(C)Cl (1-Chloroethyl chloroformate). Solvent: CO (MeOH). Run at temperature 70 celsius, time 1.5 hour. Yields the product Cl.O(C1=CC=CC=C1)C1CNC1 (3-Phenoxyazetidine hydrochloride). As a reaction SMILES: C1(C(C2C=CC=CC=2)[N:8]2[CH2:11][CH:10]([O:12][C:13]3[CH:18]=[CH:17][CH:16]=[CH:15][CH:14]=3)[CH2:9]2)C=CC=CC=1.[Cl:25]CCCl.ClC(OC(Cl)C)=O>CO>[ClH:25].[O:12]([CH:10]1[CH2:11][NH:8][CH2:9]1)[C:13]1[CH:14]=[CH:15][CH:16]=[CH:17][CH:18]=1 |f:4.5|. Procedure details: A 50 mL flask was charged with 1-(diphenylmethyl)-3-phenoxyazetidine (328 mg, 1.04 mmol; which may be prepared as described in Step 2) and 1,2-dichloroethane (4.6 mL). 1-Chloroethyl chloroformate (164 μL, 1.35 mmol) was added and the reaction mixture was stirred at 70° C. for 1.5 h. After cooling to room temperature, MeOH (4.6 mL) was added and the reaction mixture was stirred at 70° C. for 1.5 h. The reaction mixture was concentrated to dryness. The crude product was triturated in pentane to gi... The reactants are C(C)(=O)C1=C(C=CC(=C1)Br)O (2-Acetyl-4-bromophenol), O1CC(CCC1)=O (dihydro-2H-pyran-3(4H)-one), N1CCCC1 (pyrrolidine). The solvent is CO (MeOH). Yields the product BrC=1C=C2C(CC3(COCCC3)OC2=CC1C)=O (6-bromo-7-methyl-2′,4′,5′,6′-tetrahydrospiro[chroman-2,3′-pyran]-4-one). As a reaction SMILES: [C:1]([C:4]1[CH:9]=[C:8]([Br:10])[CH:7]=[CH:6][C:5]=1[OH:11])(=[O:3])[CH3:2].[O:12]1[CH2:17][CH2:16][CH2:15][C:14](=O)[CH2:13]1.N1CCC[CH2:20]1>CO>[Br:10][C:8]1[CH:9]=[C:4]2[C:5](=[CH:6][C:7]=1[CH3:20])[O:11][C:14]1([CH2:15][CH2:16][CH2:17][O:12][CH2:13]1)[CH2:2][C:1]2=[O:3]. Reported procedure: A solution of 2-Acetyl-4-bromophenol (920 mg, 4.02 mmol), dihydro-2H-pyran-3(4H)-one (402 mg, 4.02 mmol) and pyrrolidine (0.5 mL) in MeOH (10 mL) was heated to reflux for 2 h. The reaction mixture was cooled down to room temperature and evaporated. The residue was purified by flash chromatography on silica gel eluting with EA in hexane (0-20%) to give 6-bromo-7-methyl-2′,4′,5′,6′-tetrahydrospiro[chroman-2,3′-pyran]-4-one (593 mg); MS ESI+ve m/z 311 (M+H)+. The reactants are ClCCCS(=O)(=O)N1CCC(CC1)C1=NNC2=C(C=C(C=C12)C1=CC=CC=C1)C(=O)N (3-{1-[(3-chloropropyl)sulfonyl]-4-piperidinyl}-5-phenyl-1H-indazole-7-carboxamide), ClCCCS(=O)(=O)N1CCC(CC1)C1=NNC2=C(C=C(C=C12)C1=CC=CC=C1)C(=O)N (3-{1-[(3-chloropropyl)sulfonyl]-4-piperidinyl}-5-phenyl-1H-indazole-7-carboxamide), C(=O)([O-])[O-].[K+].[K+] (K2CO3), N1CCNCC1 (piperazine), [I-].[Na+] (sodium iodide). The solvent is C(C)#N (acetonitrile). Conditions: temperature 60 celsius, time 0.1 minute. Product: C1(=CC=CC=C1)C=1C=C2C(=NNC2=C(C1)C(=O)N)C1CCN(CC1)S(=O)(=O)CCCN1CCNCC1 (5-phenyl-3-(1-{[3-(1-piperazinyl)propyl]sulfonyl}-4-piperidinyl)-1H-indazole-7-carboxamide). Yield: 49.5%. Reaction SMILES: Cl[CH2:2][CH2:3][CH2:4][S:5]([N:8]1[CH2:13][CH2:12][CH:11]([C:14]2[C:22]3[C:17](=[C:18]([C:29]([NH2:31])=[O:30])[CH:19]=[C:20]([C:23]4[CH:28]=[CH:27][CH:26]=[CH:25][CH:24]=4)[CH:21]=3)[NH:16][N:15]=2)[CH2:10][CH2:9]1)(=[O:7])=[O:6].C([O-])([O-])=O.[K+].[K+].[NH:38]1[CH2:43][CH2:42][NH:41][CH2:40][CH2:39]1.[I-].[Na+]>C(#N)C>[C:23]1([C:20]2[CH:21]=[C:22]3[C:17](=[C:18]([C:29]([NH2:31])=[O:30])[CH:19]=2)[NH:16][N:15]=[C:14]3[CH:11]2[CH2:12][CH2:13][N:8]([S:5]([CH2:4][CH2:3][CH2:2][N:38]3[CH2:43][CH2:42][NH:41][CH2:40][CH2:39]3)(=[O:7])=[O:6])[CH2:9][CH2:10]2)[CH:28]=[CH:27][CH:26]=[CH:25][CH:24]=1 |f:1.2.3,5.6|. Reported procedure: To a solution of 3-{1-[(3-chloropropyl)sulfonyl]-4-piperidinyl}-5-phenyl-1H-indazole-7-carboxamide (Intermediate 22) (20 mg, 0.0435 mmol) in acetonitrile (1 mL) was added K2CO3 (27 mg, 0.174 mmol), piperazine (18.9 mg, 0.219 mmol) and sodium iodide (0.8 mg, 0.00435 mmol). The reaction mixture was heated to 60° C. for 14 hrs. The solution was filtered and concentrated. The residue was purified by using a Gilson semi-preparative HPLC system with a YMC ODS-A (C-18) column 50 mm by 20 mm ID, eluting... Reactants: [N+](=O)([O-])C=1C=CC(=C(C1)NC1=NC=CC(=N1)C=1C=NC=CC1)C (N-(5-nitro-2-methylphenyl)-4-(3-pyridinyl)-2-pyrimidineamine), N#CN (cyanamide), Cl (hydrochloric acid), ( a ), CC1=C(N)C=C(C=C1)[N+](=O)[O-] (2-methyl-5-nitroaniline). Yields the product Cl.CC1=C(C=C(C=C1)[N+](=O)[O-])NC(=N)N (1-(2-methyl-5-nitrophenyl)guanidine hydrochloride). Reaction SMILES: [N+:1]([C:4]1[CH:5]=[CH:6][C:7]([CH3:23])=[C:8]([NH:10][C:11]2[N:16]=C(C3C=NC=CC=3)C=C[N:12]=2)[CH:9]=1)([O-:3])=[O:2].CC1C=CC([N+]([O-])=O)=CC=1N.N#CN.[ClH:38]>>[ClH:38].[CH3:23][C:7]1[CH:6]=[CH:5][C:4]([N+:1]([O-:3])=[O:2])=[CH:9][C:8]=1[NH:10][C:11]([NH2:16])=[NH:12] |f:4.5|. Procedure: In other aspects the invention provides a process for the preparation of N-(5-nitro-2-methylphenyl)-4-(3-pyridinyl)-2-pyrimidineamine comprising: (a) reacting 2-methyl-5-nitroaniline with cyanamide in the presence of hydrochloric acid to obtain 1-(2-methyl-5-nitrophenyl)guanidine hydrochloride; (b) converting 1-(2-methyl-5-nitrophenyl)guanidine hydrochloride to 1-(2-methyl-5-nitrophenyl)guanidine nitrate; (c) condensing 3-acetylpyridine with N,N-dimethylformamide dimethyl acetal to obtain 3-(dim... Starting materials: COC1=CC=C2C=CC=C(C2=C1)CC(=O)O (7-methoxynaphth-1-ylacetic acid), S(=O)(Cl)Cl (thionyl chloride). The solvent is C(Cl)(Cl)Cl (chloroform). Yields the product COC1=CC=C2C=CC=C(C2=C1)CC(=O)Cl ((7-Methoxynaphth-1-yl)acetyl Chloride). Reaction SMILES: [CH3:1][O:2][C:3]1[CH:12]=[C:11]2[C:6]([CH:7]=[CH:8][CH:9]=[C:10]2[CH2:13][C:14]([OH:16])=O)=[CH:5][CH:4]=1.S(Cl)([Cl:19])=O>C(Cl)(Cl)Cl>[CH3:1][O:2][C:3]1[CH:12]=[C:11]2[C:6]([CH:7]=[CH:8][CH:9]=[C:10]2[CH2:13][C:14]([Cl:19])=[O:16])=[CH:5][CH:4]=1. Procedure: The 7-methoxynaphth-1-ylacetic acid obtained above is dissolved, while warm, in 300 cm3 of chloroform. The mixture is heated to reflux, and then thionyl chloride is added dropwise. The mixture is refluxed for two hours and evaporated to dryness, yielding an oil which crystallises by cooling. The resulting residue is used as such in the following step.